The task is: describe an organic reaction: reactants, conditions, products, and yield. This data is from the Open Reaction Database (ORD), a public repository of structured organic reaction records. The reactants are C(C1=CC=CC=C1)OC1=CC=C(C=C1)NC1=NC=CC(=C1[N+](=O)[O-])C (N-[4-(benzyloxy)phenyl]-4-methyl-3-nitropyridin-2-amine). Reagents/catalysts: [Zn] (zinc), [Zn] (zinc). The solvent is O (water), C1CCOC1 (THF), C(C)(=O)O (acetic acid). Run at time 1 hour. The product is C(C1=CC=CC=C1)OC1=CC=C(C=C1)NC1=NC=CC(=C1N)C (N2-[4-(benzyloxy)phenyl]-4-methylpyridine-2,3-diamine). The yield is 97.4%. As a reaction SMILES: [CH2:1]([O:8][C:9]1[CH:14]=[CH:13][C:12]([NH:15][C:16]2[C:21]([N+:22]([O-])=O)=[C:20]([CH3:25])[CH:19]=[CH:18][N:17]=2)=[CH:11][CH:10]=1)[C:2]1[CH:7]=[CH:6][CH:5]=[CH:4][CH:3]=1>C1COCC1.C(O)(=O)C.O.[Zn]>[CH2:1]([O:8][C:9]1[CH:14]=[CH:13][C:12]([NH:15][C:16]2[C:21]([NH2:22])=[C:20]([CH3:25])[CH:19]=[CH:18][N:17]=2)=[CH:11][CH:10]=1)[C:2]1[CH:7]=[CH:6][CH:5]=[CH:4][CH:3]=1. Reported procedure: To a solution of N-[4-(benzyloxy)phenyl]-4-methyl-3-nitropyridin-2-amine (154.5 g) in THF (1300 mL), acetic acid (260 mL) and water (13 mL) was slowly added zinc powder (300 g) over 35 min. After zinc was added, the mixture was stirred at room temperature for 1 h. The reaction mixture was filtered through celite, and insoluble materials were washed with THF (3 L). The filtrate was combined and concentrated. To the residue were added EtOAc (1.2 L) and 2.5 N NaOH (1.2 L) under ice cooling, and the... The reactants are BrC=1C=C(C=CC1)C1(N=C(OC1)N)C1=CC(=C(C=C1)OCC)C (4-(3-bromo-phenyl)-4-(4-ethoxy-3-methyl-phenyl)-4,5-dihydro-oxazol-2-ylamine), CC(C)([O-])C.[Na+] (sodium tert-butoxide), C(C)(C)(C)P(C1=C(C=CC=C1)C1=C(C=C(C=C1CCC)CCC)CCC)C(C)(C)C (2-di-t-butylphosphino-2′,4′,6′-tri-1-propyl-1,1′biphenyl), COC=1C=C(N)C=CC1 (3-methoxyaniline). The reagents and catalysts are C=1C=CC(=CC1)/C=C/C(=O)/C=C/C2=CC=CC=C2.C=1C=CC(=CC1)/C=C/C(=O)/C=C/C2=CC=CC=C2.C=1C=CC(=CC1)/C=C/C(=O)/C=C/C2=CC=CC=C2.[Pd].[Pd] (tris(dibenzylideneacetone)dipalladium). Run in C(C)OC(C)=O (ethylacetate), O (water), C1(=CC=CC=C1)C (toluene). Run at temperature 100 celsius, time 16 hour. Yields the product C(C)OC1=C(C=C(C=C1)C1(N=C(OC1)N)C1=CC(=CC=C1)NC1=CC(=CC=C1)OC)C (4-(4-Ethoxy-3-methyl-phenyl)-4-[3-(3-methoxy-phenylamino)-phenyl]-4,5-dihydro-oxazol-2-ylamine). As a reaction SMILES: Br[C:2]1[CH:3]=[C:4]([C:8]2([C:14]3[CH:19]=[CH:18][C:17]([O:20][CH2:21][CH3:22])=[C:16]([CH3:23])[CH:15]=3)[CH2:12][O:11][C:10]([NH2:13])=[N:9]2)[CH:5]=[CH:6][CH:7]=1.CC(C)([O-])C.[Na+].C(P(C(C)(C)C)C1C=CC=CC=1C1C(CCC)=CC(CCC)=CC=1CCC)(C)(C)C.[CH3:60][O:61][C:62]1[CH:63]=[C:64]([CH:66]=[CH:67][CH:68]=1)[NH2:65]>C1C=CC(/C=C/C(/C=C/C2C=CC=CC=2)=O)=CC=1.C1C=CC(/C=C/C(/C=C/C2C=CC=CC=2)=O)=CC=1.C1C=CC(/C=C/C(/C=C/C2C=CC=CC=2)=O)=CC=1.[Pd].[Pd].C(OC(=O)C)C.O.C1(C)C=CC=CC=1>[CH2:21]([O:20][C:17]1[CH:18]=[CH:19][C:14]([C:8]2([C:4]3[CH:5]=[CH:6][CH:7]=[C:2]([NH:65][C:64]4[CH:66]=[CH:67][CH:68]=[C:62]([O:61][CH3:60])[CH:63]=4)[CH:3]=3)[CH2:12][O:11][C:10]([NH2:13])=[N:9]2)=[CH:15][C:16]=1[CH3:23])[CH3:22] |f:1.2,5.6.7.8.9|. Reported procedure: A microwave tube was charged with 4-(3-bromo-phenyl)-4-(4-ethoxy-3-methyl-phenyl)-4,5-dihydro-oxazol-2-ylamine (Building Block M, 175 mg, 0.467 mmol, 1.0 eq), sodium tert-butoxide (89 mg, 0.933 mmol, 2.0 eq.), 2-di-t-butylphosphino-2′,4′,6′-tri-1-propyl-1,1′biphenyl (18 mg, 0.042 mmol, 0.042 eq.), tris(dibenzylideneacetone)dipalladium (10 mg, 0.012 mmol, 0.025 eq.) and 3-methoxyaniline (115 mg, 0.933 mmol, 2.0 eq.). After three vacuum-nitrogen cycles, toluene was introduced (1 mL), the tube was ...